Dataset: the Open Reaction Database (ORD), a public repository of structured organic reaction records. Task: describe an organic reaction: reactants, conditions, products, and yield Starting materials: C(C)OC(CC1=CC(=C(C=C1)OC)OC1=C(C=C(C=C1)[N+](=O)[O-])CBr)=O ([3-(2-bromomethyl-4-nitro-phenoxy)-4-methoxy-phenyl]-acetic acid ethyl ester), FC(CS)(F)F (2,2,2-trifluoroethanethiol), [H-].[Na+] (sodium hydride). Solvent: O1CCOCC1 (1,4-dioxane). Reaction conditions: temperature 0 celsius, time 30 minute. Product: C(C)OC(CC1=CC(=C(C=C1)OC)OC1=C(C=C(C=C1)[N+](=O)[O-])CSCC(F)(F)F)=O ({4-Methoxy-3-[4-nitro-2-(2,2,2-trifluoro-ethylsulfanylmethyl)-phenoxy]-phenyl}-acetic acid ethyl ester). RXN SMILES: [CH2:1]([O:3][C:4](=[O:26])[CH2:5][C:6]1[CH:11]=[CH:10][C:9]([O:12][CH3:13])=[C:8]([O:14][C:15]2[CH:20]=[CH:19][C:18]([N+:21]([O-:23])=[O:22])=[CH:17][C:16]=2[CH2:24]Br)[CH:7]=1)[CH3:2].[F:27][C:28]([F:32])([F:31])[CH2:29][SH:30].[H-].[Na+]>O1CCOCC1>[CH2:1]([O:3][C:4](=[O:26])[CH2:5][C:6]1[CH:11]=[CH:10][C:9]([O:12][CH3:13])=[C:8]([O:14][C:15]2[CH:20]=[CH:19][C:18]([N+:21]([O-:23])=[O:22])=[CH:17][C:16]=2[CH2:24][S:30][CH2:29][C:28]([F:32])([F:31])[F:27])[CH:7]=1)[CH3:2] |f:2.3|. Procedure: To [3-(2-bromomethyl-4-nitro-phenoxy)-4-methoxy-phenyl]-acetic acid ethyl ester (2.0 g, 4.72 mmol) and 2,2,2-trifluoroethanethiol (0.46 mL, 5.18 mmol) in 1,4-dioxane (40 mL) at 0° C. was added sodium hydride (60% in mineral oil; 0.207 g, 5.18 mmol), and the reaction was stirred at 0° C. for 30 minutes. The mixture was partitioned between EtOAc and H2O. The aqueous layer was separated and acidified, and then extracted with EtOAc. The combined organic layers were dried over MgSO4, filtered, and co... Starting materials: CCc1nc2cnc3ccccc3c2n1CCOCCNC(=O)OC(C)(C)C, ClC(Cl)Cl, O, O=C(OO)c1cccc(Cl)c1. Product: CCc1nc2c[n+]([O-])c3ccccc3c2n1CCOCCNC(=O)OC(C)(C)C. Reaction SMILES: [CH2:1]([CH3:2])[c:3]1[n:4]([CH2:16][CH2:17][O:18][CH2:19][CH2:20][NH:21][C:22]([O:23][C:24]([CH3:25])([CH3:26])[CH3:27])=[O:28])[c:5]2[c:6]([cH:7][n:8][c:9]3[cH:10][cH:11][cH:12][cH:13][c:14]23)[n:15]1.[Cl:41][CH:42]([Cl:43])[Cl:44].[OH2:40].[OH:29][O:30][C:31]([c:32]1[cH:33][c:34]([Cl:35])[cH:36][cH:37][cH:38]1)=[O:39]>>[CH2:1]([CH3:2])[c:3]1[n:4]([CH2:16][CH2:17][O:18][CH2:19][CH2:20][NH:21][C:22]([O:23][C:24]([CH3:25])([CH3:26])[CH3:27])=[O:28])[c:5]2[c:6]([cH:7][n+:8]([O-:29])[c:9]3[cH:10][cH:11][cH:12][cH:13][c:14]23)[n:15]1. Starting materials: CCCCCC, CCOC(C)=O, CN1CCC(N2CCN(C(=O)Nc3cc(Oc4ccc(N)cc4F)ccn3)CC2)CC1, C1CCOC1, O=C=NC(=O)Cc1ccccc1. Product: CN1CCC(N2CCN(C(=O)Nc3cc(Oc4ccc(NC(=O)NC(=O)Cc5ccccc5)cc4F)ccn3)CC2)CC1. RXN SMILES: [CH3:49][CH2:50][CH2:51][CH2:52][CH2:53][CH3:54].[CH3:55][CH2:56][O:57][C:58](=[O:59])[CH3:60].[NH2:1][c:2]1[cH:3][c:4]([F:31])[c:5]([O:6][c:7]2[cH:8][c:9]([NH:13][C:14](=[O:15])[N:16]3[CH2:17][CH2:18][N:19]([CH:22]4[CH2:23][CH2:24][N:25]([CH3:28])[CH2:26][CH2:27]4)[CH2:20][CH2:21]3)[n:10][cH:11][cH:12]2)[cH:29][cH:30]1.[O:44]1[CH2:45][CH2:46][CH2:47][CH2:48]1.[c:32]1([CH2:38][C:39](=[O:40])[N:41]=[C:42]=[O:43])[cH:33][cH:34][cH:35][cH:36][cH:37]1>>[NH:1]([c:2]1[cH:3][c:4]([F:31])[c:5]([O:6][c:7]2[cH:8][c:9]([NH:13][C:14](=[O:15])[N:16]3[CH2:17][CH2:18][N:19]([CH:22]4[CH2:23][CH2:24][N:25]([CH3:28])[CH2:26][CH2:27]4)[CH2:20][CH2:21]3)[n:10][cH:11][cH:12]2)[cH:29][cH:30]1)[C:42]([NH:41][C:39]([CH2:38][c:32]1[cH:33][cH:34][cH:35][cH:36][cH:37]1)=[O:40])=[O:43]. Starting materials: CCN=C=NCCCN(C)C, CN(C)c1ccncc1, ClCCl, OC1(CCOC2CCCCO2)CC1, O=C(O)c1ccccc1. The product is O=C(OC1(CCOC2CCCCO2)CC1)c1ccccc1. RXN SMILES: [CH3:23][CH2:24][N:25]=[C:26]=[N:27][CH2:28][CH2:29][CH2:30][N:31]([CH3:32])[CH3:33].[CH3:37][N:38]([c:39]1[cH:40][cH:41][n:42][cH:43][cH:44]1)[CH3:45].[Cl:34][CH2:35][Cl:36].[O:1]1[CH:2]([O:7][CH2:8][CH2:9][C:10]2([OH:13])[CH2:11][CH2:12]2)[CH2:3][CH2:4][CH2:5][CH2:6]1.[OH:14][C:15](=[O:16])[c:17]1[cH:18][cH:19][cH:20][cH:21][cH:22]1>>[O:1]1[CH:2]([O:7][CH2:8][CH2:9][C:10]2([O:13][C:15](=[O:14])[c:17]3[cH:18][cH:19][cH:20][cH:21][cH:22]3)[CH2:11][CH2:12]2)[CH2:3][CH2:4][CH2:5][CH2:6]1. The reactants are FC(C=1C=C(C(=O)O)C=CC1)(F)F (3-trifluoromethyl-benzoic acid), C(=O)(N1C=NC=C1)N1C=NC=C1 (1,1′carbonyldiimidazole), Cl.NCC1=C2C(N(C(=NC2=CC=C1)C)C1C(NC(CC1)=O)=O)=O (3-(5-aminomethyl-2-methyl-4-oxo-4H-quinazolin-3-yl)-piperidine-2,6-dione hydrogen chloride). Run in CN(C)C=O (DMF). Reaction conditions: time 1 hour. Product: O=C1NC(CCC1N1C(=NC2=CC=CC(=C2C1=O)CNC(C1=CC(=CC=C1)C(F)(F)F)=O)C)=O (N-[3-(2,6-dioxo-piperidin-3-yl)-2-methyl-4-oxo-3,4-dihydro-quinazolin-5-ylmethyl]-3-trifluoromethyl-benzamide). Isolated yield 62.1%. Reaction SMILES: [F:1][C:2]([F:13])([F:12])[C:3]1[CH:4]=[C:5]([CH:9]=[CH:10][CH:11]=1)[C:6]([OH:8])=O.C(N1C=CN=C1)(N1C=CN=C1)=O.Cl.[NH2:27][CH2:28][C:29]1[CH:38]=[CH:37][CH:36]=[C:35]2[C:30]=1[C:31](=[O:48])[N:32]([CH:40]1[CH2:45][CH2:44][C:43](=[O:46])[NH:42][C:41]1=[O:47])[C:33]([CH3:39])=[N:34]2>CN(C=O)C>[O:47]=[C:41]1[CH:40]([N:32]2[C:31](=[O:48])[C:30]3[C:35](=[CH:36][CH:37]=[CH:38][C:29]=3[CH2:28][NH:27][C:6](=[O:8])[C:5]3[CH:9]=[CH:10][CH:11]=[C:3]([C:2]([F:1])([F:13])[F:12])[CH:4]=3)[N:34]=[C:33]2[CH3:39])[CH2:45][CH2:44][C:43](=[O:46])[NH:42]1 |f:2.3|. Reported procedure: To a stirred solution of 3-trifluoromethyl-benzoic acid (0.28 g, 1.5 mmol) in DMF (8 mL) in a 40° C. oil bath, was added 1,1′carbonyldiimidazole (0.27 g, 1.6 mmol) and stirred for one hour. Then 3-(5-aminomethyl-2-methyl-4-oxo-4H-quinazolin-3-yl)-piperidine-2,6-dione hydrogen chloride (0.50 g, 1.5 mmol) was added and stirred for 15 minutes. The solvent was evaporated, and the residue was purified by flash column chromatography (Silica gel, methanol/methylene chloride 4%/96%) to give N-[3-(2,6-di... The reactants are COc1cc2nccc(Oc3ccc(N)cc3)c2cc1OC, Cc1cccc(N=C=O)c1, Cc1ccccc1. Product: COc1cc2nccc(Oc3ccc(NC(=O)Nc4cccc(C)c4)cc3)c2cc1OC. RXN SMILES: [CH3:1][O:2][c:3]1[cH:4][c:5]2[c:6]([O:15][c:16]3[cH:17][cH:18][c:19]([NH2:22])[cH:20][cH:21]3)[cH:7][cH:8][n:9][c:10]2[cH:11][c:12]1[O:13][CH3:14].[CH3:23][c:24]1[cH:25][c:26]([N:30]=[C:31]=[O:32])[cH:27][cH:28][cH:29]1.[CH3:33][c:34]1[cH:35][cH:36][cH:37][cH:38][cH:39]1>>[CH3:1][O:2][c:3]1[cH:4][c:5]2[c:6]([O:15][c:16]3[cH:17][cH:18][c:19]([NH:22][C:31]([NH:30][c:26]4[cH:25][c:24]([CH3:23])[cH:29][cH:28][cH:27]4)=[O:32])[cH:20][cH:21]3)[cH:7][cH:8][n:9][c:10]2[cH:11][c:12]1[O:13][CH3:14].